From a dataset of the Open Reaction Database (ORD), a public repository of structured organic reaction records. describe an organic reaction: reactants, conditions, products, and yield Starting materials: CCO, CC(C)N, O=[N+]([O-])c1ccccc1F. The product is CC(C)Nc1ccccc1[N+](=O)[O-]. Reaction SMILES: [CH3:15][CH2:16][OH:17].[CH:11]([CH3:12])([CH3:13])[NH2:14].[F:1][c:2]1[c:3]([N+:8](=[O:9])[O-:10])[cH:4][cH:5][cH:6][cH:7]1>>[c:2]1([NH:14][CH:11]([CH3:12])[CH3:13])[c:3]([N+:8](=[O:9])[O-:10])[cH:4][cH:5][cH:6][cH:7]1. The reactants are [H-].[Na+] (Sodium hydride), C(C1=CC=CC=C1)OC(=O)N[C@H](C(=O)O)C ((S)-2-(benzyloxycarbonylamino)propanoic acid), CS(=O)(=O)OCCS(=O)(=O)C (2-(methylsulfonyl)ethyl methanesulfonate). Run in C1CCOC1 (THF). Run at time 30 minute. The product is C(C1=CC=CC=C1)OC(=O)N([C@H](C(=O)O)C)CCS(=O)(=O)C ((S)-2-[benzyloxycarbonyl-(2-methanesulfonyl-ethyl)-amino]-propionic acid). Yield: 41.2%. RXN SMILES: [CH2:1]([O:8][C:9]([NH:11][C@@H:12]([CH3:16])[C:13]([OH:15])=[O:14])=[O:10])[C:2]1[CH:7]=[CH:6][CH:5]=[CH:4][CH:3]=1.[H-].[Na+].CS(O[CH2:24][CH2:25][S:26]([CH3:29])(=[O:28])=[O:27])(=O)=O>C1COCC1>[CH2:1]([O:8][C:9]([N:11]([CH2:24][CH2:25][S:26]([CH3:29])(=[O:28])=[O:27])[C@@H:12]([CH3:16])[C:13]([OH:15])=[O:14])=[O:10])[C:2]1[CH:3]=[CH:4][CH:5]=[CH:6][CH:7]=1 |f:1.2|. Reported procedure: In a 100 mL round-bottomed flask, (S)-2-(benzyloxycarbonylamino)propanoic acid (331 mg, 1.48 mmol, Eq: 1.00) was combined with THF (9 mL) to give a colorless solution. Sodium hydride (131 mg, 3.26 mmol, Eq: 2.2) was added. The reaction was stirred at rt for 30 min, then 2-(methylsulfonyl)ethyl methanesulfonate (300 mg, 1.48 mmol, Eq: 1.00) was added and the reaction was stirred at rt overnight. The reaction was quenched with saturated aqueous NH4Cl and extracted with EtOAc. The combined organic ...